Dataset: the Open Reaction Database (ORD), a public repository of structured organic reaction records. Task: describe an organic reaction: reactants, conditions, products, and yield The reactants are C(C1=CC=CC=C1)N1C(=NC2=C(C1=O)SC=C2)C(CC)Br (3-Benzyl-2-(1-bromopropyl)thieno[3,2-d]pyrimidin-4(3H)-one), CN(CCN)C (N,N-dimethyl ethylenediamine). The solvent is CCO (EtOH), CCOC(=O)C (EtOAc). Conditions: time 24 hour. Yields the product C(C1=CC=CC=C1)N1C(=NC2=C(C1=O)SC=C2)C(CC)NCCN(C)C (3-benzyl-2-(1-{[2-(dimethylamino)ethyl]amino}propyl)thieno[3,2-d]pyrimidin-4(3H)-one). Reaction SMILES: [CH2:1]([N:8]1[C:13](=[O:14])[C:12]2[S:15][CH:16]=[CH:17][C:11]=2[N:10]=[C:9]1[CH:18](Br)[CH2:19][CH3:20])[C:2]1[CH:7]=[CH:6][CH:5]=[CH:4][CH:3]=1.[CH3:22][N:23]([CH3:27])[CH2:24][CH2:25][NH2:26]>CCO.CCOC(C)=O>[CH2:1]([N:8]1[C:13](=[O:14])[C:12]2[S:15][CH:16]=[CH:17][C:11]=2[N:10]=[C:9]1[CH:18]([NH:26][CH2:25][CH2:24][N:23]([CH3:27])[CH3:22])[CH2:19][CH3:20])[C:2]1[CH:7]=[CH:6][CH:5]=[CH:4][CH:3]=1. Procedure details: 3-Benzyl-2-(1-bromopropyl)thieno[3,2-d]pyrimidin-4(3H)-one (1-6, 0.032 g, 0.088 mmol) was dissolved in EtOH (2.0 mL) and treated with N,N-dimethyl ethylenediamine (0.03 mL, 0.26 mmol). The reaction was to 80° C. for 24 h. The reaction was diluted with EtOAc (20 mL), washed with 5% NH4Cl, and dried over MgSO4. The organics were concentrated under reduced pressure to provide 3-benzyl-2-(1-{[2-(dimethylamino)ethyl]amino}propyl)thieno[3,2-d]pyrimidin-4(3H)-one (1-7). MS 371.1 found 370.5 required. Reactants: [N-]=[N+]=[N-].[Na+] (sodium azide), [Cl-].[NH4+] (ammonium chloride), C1(=CC=CC=C1)C=1SC=C(N1)C=1C=C2C=CC(=CC2=CC1)OCC#N ({[6-(2-phenyl-1,3-thiazol-4-yl)-2-naphthyl]oxy}acetonitrile). Run in CN(C)C=O (DMF). Run at temperature 100 celsius, time 5 hour. Yields the product C1(=CC=CC=C1)C=1SC=C(N1)C=1C=C2C=CC(=CC2=CC1)OCC1=NN=NN1 (5-({[6-(2-Phenyl-1,3-thiazol-4-yl)-2-naphthyl]oxy}methyl)-1H-tetraazole). The yield is 37.9%. As a reaction SMILES: [C:1]1([C:7]2[S:8][CH:9]=[C:10]([C:12]3[CH:13]=[C:14]4[C:19](=[CH:20][CH:21]=3)[CH:18]=[C:17]([O:22][CH2:23][C:24]#[N:25])[CH:16]=[CH:15]4)[N:11]=2)[CH:6]=[CH:5][CH:4]=[CH:3][CH:2]=1.[N-:26]=[N+:27]=[N-:28].[Na+].[Cl-].[NH4+]>CN(C=O)C>[C:1]1([C:7]2[S:8][CH:9]=[C:10]([C:12]3[CH:13]=[C:14]4[C:19](=[CH:20][CH:21]=3)[CH:18]=[C:17]([O:22][CH2:23][C:24]3[NH:28][N:27]=[N:26][N:25]=3)[CH:16]=[CH:15]4)[N:11]=2)[CH:2]=[CH:3][CH:4]=[CH:5][CH:6]=1 |f:1.2,3.4|. Procedure details: A mixture of {[6-(2-phenyl-1,3-thiazol-4-yl)-2-naphthyl]oxy}acetonitrile (204 mg, 0.596 mmol), prepared in the previous step, sodium azide (119 mg, 1.82 mmol) and ammonium chloride (98 mg, 1.82 mmol) in 10 mL of DMF was stirred under nitrogen at 100° C. for 5 h. The reaction was partitioned between 10% methanol-methylene chloride and 1 N HCl. The organic layer was separated, extracted three times with water, dried (MgSO4), filtered and the solvent removed under reduced pressure to give the title... The reactants are BrC=1N=CNC1 (4-bromo-1H-imidazole), FC1=C(C=CC(=C1)F)B(O)O (2,4-difluorophenylboronic acid), CC1(OB(OC1(C)C)C=1C=CC2=C(C[C@H]3CC[C@@H](C2)[C@@]32NS(N(C2)CC(F)(F)F)(=O)=O)C1)C ([6S,9R,11R] 2′,3′,4′,5,5′,6,7,8,9,10-Decahydro-2-(4,4,5,5-tetramethyl-[1,3,2]-dioxaborolan-2-yl)-5′-(2,2,2-trifluoroethyl)spiro[6,9-methanobenzocyclooctene-11,3′-[1,2,5]thiadiazole] 1′,1′-dioxide). Product: FC1=C(C=CC(=C1)F)N1C=NC(=C1)C=1C=CC2=C(C[C@H]3CC[C@@H](C2)[C@@]32NS(N(C2)CC(F)(F)F)(=O)=O)C1 ([6S,9R,11R] 2′,3′,4′,5,5′,6,7,8,9,10-Decahydro-2-(1-(2,4-difluorophenyl)-imidazol-4-yl)-5′-(2,2,2-trifluoroethyl)-spiro[6,9-methanobenzocyclooctene-11,3′-[1,2,5]thiadiazole] 1′,1′-dioxide). Reaction SMILES: Br[C:2]1[N:3]=[CH:4][NH:5][CH:6]=1.[F:7][C:8]1[CH:13]=[C:12]([F:14])[CH:11]=[CH:10][C:9]=1B(O)O.CC1(C)C(C)(C)OB([C:26]2[CH:27]=[CH:28][C:29]3[CH2:36][C@H:35]4[C@:37]5([CH2:41][N:40]([CH2:42][C:43]([F:46])([F:45])[F:44])[S:39](=[O:48])(=[O:47])[NH:38]5)[C@H:32]([CH2:33][CH2:34]4)[CH2:31][C:30]=3[CH:49]=2)O1>>[F:7][C:8]1[CH:13]=[C:12]([F:14])[CH:11]=[CH:10][C:9]=1[N:5]1[CH:6]=[C:2]([C:26]2[CH:27]=[CH:28][C:29]3[CH2:36][C@H:35]4[C@:37]5([CH2:41][N:40]([CH2:42][C:43]([F:46])([F:45])[F:44])[S:39](=[O:47])(=[O:48])[NH:38]5)[C@H:32]([CH2:33][CH2:34]4)[CH2:31][C:30]=3[CH:49]=2)[N:3]=[CH:4]1. Procedure: Prepared from 4-bromo-1H-imidazole, 2,4-difluorophenylboronic acid and homochiral boronate from Example 24 Step 1 following the procedures in Example 76 Steps 1 and 2. δ (1H, 360 MHz, CDCl3) 1.20-1.27 (2H, m), 1.69-1.73 (2H, m), 2.45-2.47 (2H, m), 2.68-2.82 (2H, m), 3.20-3.26 (2H, m), 3.43 (2H, s), 3.68 (2H, q, J=8.7 Hz), 4.71 (1H, s), 7.00-7.13 (3H, m), 7.40-7.45 (2H, m), 7.54 (1H, d, J=7.9 Hz), 7.61 (1H, s), 7.78 (1H, s). MS (ES+) 539 ([MH]+). The reactants are ClC1=CC(=CC=C1)C(=O)OO (m-chloroperbenzoic acid), C(C)SC=1C(=NC=CC1)C(=O)NC1=CC=C(C=C1)C(C(F)(F)F)(OC)OC (3-ethylsulfanyl-N-[4-(2,2,2-trifluoro-1,1-dimethoxyethyl)phenyl]picolinamide), C([O-])(O)=O.[Na+] (sodium bicarbonate), S(=S)(=O)([O-])[O-].[Na+].[Na+] (sodium thiosulfate). Solvent: C(Cl)(Cl)Cl (chloroform). Run at time 2 hour. Yields the product C(C)S(=O)(=O)C=1C(=NC=CC1)C(=O)NC1=CC=C(C=C1)C(C(F)(F)F)(OC)OC (3-ethylsulfonyl-N-[4-(2,2,2-trifluoro-1,1-dimethoxyethyl)phenyl]picolinamide). As a reaction SMILES: Cl[C:2]1C=CC=C(C(OO)=O)[CH:3]=1.C(S[C:15]1[C:16]([C:21]([NH:23][C:24]2[CH:29]=[CH:28][C:27]([C:30]([O:37][CH3:38])([O:35][CH3:36])[C:31]([F:34])([F:33])[F:32])=[CH:26][CH:25]=2)=[O:22])=[N:17][CH:18]=[CH:19][CH:20]=1)C.C(=O)(O)[O-].[Na+].[S:44]([O-:48])([O-])(=[O:46])=S.[Na+].[Na+]>C(Cl)(Cl)Cl>[CH2:2]([S:44]([C:15]1[C:16]([C:21]([NH:23][C:24]2[CH:29]=[CH:28][C:27]([C:30]([O:37][CH3:38])([O:35][CH3:36])[C:31]([F:34])([F:32])[F:33])=[CH:26][CH:25]=2)=[O:22])=[N:17][CH:18]=[CH:19][CH:20]=1)(=[O:48])=[O:46])[CH3:3] |f:2.3,4.5.6|. Reported procedure: 0.55 g of m-chloroperbenzoic acid (purity of 68%) was added to a mixture of 0.43 g of 3-ethylsulfanyl-N-[4-(2,2,2-trifluoro-1,1-dimethoxyethyl)phenyl]picolinamide (Compound of Present Invention 58) and 5 mL of chloroform under ice cooling, and the mixture was stirred at room temperature for 2 hours. A saturated aqueous sodium bicarbonate solution and a saturated aqueous sodium thiosulfate solution were poured to the reaction mixture, and the mixture was extracted with ethyl acetate. The organic ...